From a dataset of the Open Reaction Database (ORD), a public repository of structured organic reaction records. describe an organic reaction: reactants, conditions, products, and yield The reactants are ice water, COC(CC1=CC(=CC(=C1)O)O)=O ((3,5-dihydroxy-phenyl)-acetic acid methyl ester), C(C1=CC=CC=C1)Br (benzylbromide), C([O-])([O-])=O.[K+].[K+] (potassium carbonate). Solvent: CN(C)C=O (DMF). Reaction conditions: time 8 hour. The product is COC(CC1=CC(=CC(=C1)OCC1=CC=CC=C1)OCC1=CC=CC=C1)=O ((3,5-Bis-benzyloxy-phenyl)-acetic acid methyl ester). Yield: 177.3%. As a reaction SMILES: [CH3:1][O:2][C:3](=[O:13])[CH2:4][C:5]1[CH:10]=[C:9]([OH:11])[CH:8]=[C:7]([OH:12])[CH:6]=1.[CH2:14](Br)[C:15]1[CH:20]=[CH:19][CH:18]=[CH:17][CH:16]=1.C(=O)([O-])[O-].[K+].[K+]>CN(C=O)C>[CH3:1][O:2][C:3](=[O:13])[CH2:4][C:5]1[CH:10]=[C:9]([O:11][CH2:14][C:15]2[CH:20]=[CH:19][CH:18]=[CH:17][CH:16]=2)[CH:8]=[C:7]([O:12][CH2:4][C:5]2[CH:10]=[CH:9][CH:8]=[CH:7][CH:6]=2)[CH:6]=1 |f:2.3.4|. Procedure details: A mixture of (3,5-dihydroxy-phenyl)-acetic acid methyl ester (from Aldrich, 70 g, 0.385 mole), benzylbromide (137 mL, 1.16 mole), potassium carbonate (160 g, 1.16 mole) and DMF (1.5 L) under N2 was mechanically stirred at room temperature overnight. The resulting reaction mixture was poured into a mixture of 1.5 L of ice-water with stirring. The precipitate was obtained by filtration and washed with heptane successively to remove benzyl bromide to give the title compounds (123.7 g) as a brown so... The reactants are ClC1=CC(=C(C=C1)O)C1CCCCC1 (4-chloro-2-cyclohexylphenol), [H-].[Na+] (sodium hydride), C(C=C)Br (allyl bromide). Run in CN(C=O)C (N,N-dimethylformamide). Conditions: time 5 hour. Yields the product C(C=C)OC1=C(C=C(C=C1)Cl)C1CCCCC1 (1-(allyloxy)-4-chloro-2-cyclohexylbenzene). Isolated yield 106.1%. Reaction SMILES: [Cl:1][C:2]1[CH:7]=[CH:6][C:5]([OH:8])=[C:4]([CH:9]2[CH2:14][CH2:13][CH2:12][CH2:11][CH2:10]2)[CH:3]=1.[H-].[Na+].[CH2:17](Br)[CH:18]=[CH2:19]>CN(C)C=O>[CH2:19]([O:8][C:5]1[CH:6]=[CH:7][C:2]([Cl:1])=[CH:3][C:4]=1[CH:9]1[CH2:14][CH2:13][CH2:12][CH2:11][CH2:10]1)[CH:18]=[CH2:17] |f:1.2|. Reported procedure: To a solution of 4-chloro-2-cyclohexylphenol (23.00 g, 0.109 mol) in N,N-dimethylformamide (600 mL) was added sodium hydride (4.56 g, 0.114 mol, 60 wt. %) followed by allyl bromide (14.51 g, 0.120 mol) and the reaction mixture was allowed to stir at room temperature for 5 h. The solvent was removed in vacuo and the residue diluted with water (500 mL) and extracted with ethyl acetate (2×300 mL). The combined organic layers were washed with water (500 mL), saturated aqueous sodium chloride (500 mL...